From a dataset of the Open Reaction Database (ORD), a public repository of structured organic reaction records. describe an organic reaction: reactants, conditions, products, and yield Reactants: ClC1=NC=2N(C(=C1)O)N=C(C2CC2=C(C(=CC=C2)Cl)Cl)C(F)(F)F (5-chloro-3-[(2,3-dichlorophenyl)methyl]-2-(trifluoromethyl)pyrazolo[1,5-a]pyrimidin-7-ol), CC1CNCCO1 (2-methylmorpholine). Solvent: C(C)(=O)OCC (ethyl acetate), C(C)O (ethanol). The product is ClC1=C(CC=2C(=NN3C2N=C(C=C3O)N3CC(OCC3)C)C(F)(F)F)C=CC=C1Cl (3-(2,3-dichlorobenzyl)-5-(2-methylmorpholino)-2-(trifluoromethyl)pyrazolo[1,5-a]pyrimidin-7-ol). Reaction SMILES: Cl[C:2]1[CH:7]=[C:6]([OH:8])[N:5]2[N:9]=[C:10]([C:21]([F:24])([F:23])[F:22])[C:11]([CH2:12][C:13]3[CH:18]=[CH:17][CH:16]=[C:15]([Cl:19])[C:14]=3[Cl:20])=[C:4]2[N:3]=1.[CH3:25][CH:26]1[O:31][CH2:30][CH2:29][NH:28][CH2:27]1>C(O)C.C(OCC)(=O)C>[Cl:20][C:14]1[C:15]([Cl:19])=[CH:16][CH:17]=[CH:18][C:13]=1[CH2:12][C:11]1[C:10]([C:21]([F:24])([F:23])[F:22])=[N:9][N:5]2[C:6]([OH:8])=[CH:7][C:2]([N:28]3[CH2:29][CH2:30][O:31][CH:26]([CH3:25])[CH2:27]3)=[N:3][C:4]=12. Reported procedure: To a solution of 5-chloro-3-[(2,3-dichlorophenyl)methyl]-2-(trifluoromethyl)pyrazolo[1,5-a]pyrimidin-7-ol (79 mg, 0.2 mmol), prepared as described in Example 7 step b, in ethanol (2 mL) was added 2-methylmorpholine (101 mg, 1.0 mmol) in a microwave reaction vessel. It was sealed and irradiated (microwave) at 150° C. for seven hours. The reaction mixture was diluted with ethyl acetate (20 mL), washed with 5% HCl solution (5 mL). Organic layer was dried, filtered, and concentrated. The crude produ... Starting materials: C[C@]12C(C([C@H](CC1)C2(C)C)=O)=O ((1S,4R)-1,7,7-trimethyl-bicyclo[2.2.1]heptane-2,3-dione), COP(OC)(=O)CC(C1(CC1)C(F)(F)F)=O ([2-Oxo-2-(1-trifluoromethyl-cyclopropyl)-ethyl]-phosphonic acid dimethyl ester), O.NN (hydrazine monohydrate). Yields the product C[C@]12C3=NN=C(C=C3[C@H](CC1)C2(C)C)C2(CC2)C(F)(F)F ((1S,8R)-1,11,11-Trimethyl-5-(1-trifluoromethyl-cyclopropyl)-3,4-diaza-tricyclo[6.2.1.02,7]undeca-2,4,6-triene). Reaction SMILES: [CH3:1][C@@:2]12[C:8]([CH3:10])([CH3:9])[C@@H:5]([CH2:6][CH2:7]1)[C:4](=O)[C:3]2=O.COP([CH2:19][C:20](=O)[C:21]1([C:24]([F:27])([F:26])[F:25])[CH2:23][CH2:22]1)(=O)OC.O.[NH2:30][NH2:31]>>[CH3:1][C@@:2]12[C:8]([CH3:10])([CH3:9])[C@@H:5]([CH2:6][CH2:7]1)[C:4]1[C:3]2=[N:30][N:31]=[C:20]([C:21]2([C:24]([F:27])([F:26])[F:25])[CH2:23][CH2:22]2)[CH:19]=1 |f:2.3|. Procedure: yellow solid. MS (ESI): 297.1 (MH+). Prepared from (1S,4R)-1,7,7-trimethyl-bicyclo[2.2.1]heptane-2,3-dione, [[2-Oxo-2-(1-trifluoromethyl-cyclopropyl)-ethyl]-phosphonic acid dimethyl ester, hydrazine monohydrate. Starting materials: CCOC(=O)c1nc(-c2ccc(F)cc2S(C)(=O)=O)n(C)c(=O)c1O, NCc1ccc(Cl)c(Cl)c1. Product: Cn1c(-c2ccc(F)cc2S(C)(=O)=O)nc(C(=O)NCc2ccc(Cl)c(Cl)c2)c(O)c1=O. Reaction SMILES: [CH2:1]([O:2][C:4](=[O:5])[c:6]1[n:7][c:8](-[c:15]2[c:16]([S:22](=[O:23])(=[O:24])[CH3:25])[cH:17][c:18]([F:21])[cH:19][cH:20]2)[n:9]([CH3:14])[c:10](=[O:13])[c:11]1[OH:12])[CH3:3].[Cl:26][c:27]1[cH:28][c:29]([CH2:30][NH2:31])[cH:32][cH:33][c:34]1[Cl:35]>>[C:4](=[O:5])([c:6]1[n:7][c:8](-[c:15]2[c:16]([S:22](=[O:23])(=[O:24])[CH3:25])[cH:17][c:18]([F:21])[cH:19][cH:20]2)[n:9]([CH3:14])[c:10](=[O:13])[c:11]1[OH:12])[NH:31][CH2:30][c:29]1[cH:28][c:27]([Cl:26])[c:34]([Cl:35])[cH:33][cH:32]1. Starting materials: C(C)(C)NC(C)C (diisopropylamine), solution, C(CCC)[Li] (n-butyllithium), CCCCCC (hexane), C(C1=CC=CC=C1)OC(=O)C1(CCCCC1)NCC(=O)OC(C)(C)C (1-(tert-butoxycarbonylmethylamino)cyclohexanecarboxylic acid benzyl ester), C(C=C)Br (allyl bromide). The solvent is O1CCCC1 (tetrahydrofuran), O1CCCC1 (tetrahydrofuran). Reaction conditions: temperature -40 celsius, time 10 minute. Product: C(C1=CC=CC=C1)OC(=O)C1(CCCCC1)NC(CC=C)C(=O)OC(C)(C)C (1-(1-tert-butoxycarbonylbut-3-enylamino)cyclohexanecarboxylic acid benzyl ester). As a reaction SMILES: [CH:1](NC(C)C)([CH3:3])[CH3:2].C([Li])CCC.CCCCCC.[CH2:19]([O:26][C:27]([C:29]1([NH:35][CH2:36][C:37]([O:39][C:40]([CH3:43])([CH3:42])[CH3:41])=[O:38])[CH2:34][CH2:33][CH2:32][CH2:31][CH2:30]1)=[O:28])[C:20]1[CH:25]=[CH:24][CH:23]=[CH:22][CH:21]=1.C(Br)C=C>O1CCCC1>[CH2:19]([O:26][C:27]([C:29]1([NH:35][CH:36]([C:37]([O:39][C:40]([CH3:43])([CH3:42])[CH3:41])=[O:38])[CH2:3][CH:1]=[CH2:2])[CH2:34][CH2:33][CH2:32][CH2:31][CH2:30]1)=[O:28])[C:20]1[CH:21]=[CH:22][CH:23]=[CH:24][CH:25]=1. Procedure details: To a solution of diisopropylamine (3.03 mL, 21.6 mmol) in dry tetrahydrofuran (75 mL) at -78° C. was added a 2.38M solution of n-butyllithium in hexane (9.07 mL, 21.6 mmol). After 10 minutes, a solution of 1-(tert-butoxycarbonylmethylamino)cyclohexanecarboxylic acid benzyl ester (5.0 g, 14.4 mmol) in tetrahydrofuran (25 mL) was added and the resulting mixture was allowed to warm to -40° C. over 2.5 hours. The mixture was again cooled to -78° C. and allyl bromide was added. The mixture was allowe... Reactants: OCC=1C(=COC1)N1C(N(N=C1OC)C)=O (2,4-dihydro-4-[4-(hydroxymethyI)-3-furanyl]-5-methoxy-2-methyl-3H-1,2,4-triazol-3-one), C1(=CC=CC=C1)P(C1=CC=CC=C1)C1=CC=CC=C1 (triphenylphosphine), C(Br)(Br)(Br)Br (carbon tetrabromide). The solvent is C(Cl)Cl (methylene chloride). Run at time 8 hour. Product: BrCC=1C(=COC1)N1C(N(N=C1OC)C)=O (4-[4-(bromomethyl)-3-furanyl]-2,4-dihydro-5-methoxy-2-methyl-3H-1,2,4-triazol-3-one). The yield is 78.2%. Reaction SMILES: O[CH2:2][C:3]1[C:4]([N:8]2[C:12]([O:13][CH3:14])=[N:11][N:10]([CH3:15])[C:9]2=[O:16])=[CH:5][O:6][CH:7]=1.C1(P(C2C=CC=CC=2)C2C=CC=CC=2)C=CC=CC=1.C(Br)(Br)(Br)[Br:37]>C(Cl)Cl>[Br:37][CH2:2][C:3]1[C:4]([N:8]2[C:12]([O:13][CH3:14])=[N:11][N:10]([CH3:15])[C:9]2=[O:16])=[CH:5][O:6][CH:7]=1. Reported procedure: To a solution of the title compound of Step F (3.6 g), and triphenylphosphine (5.1 g) in methylene chloride (40 mL) under N2 at 0° C. was added carbon tetrabromide (8.0 g). The resulting orange solution was allowed to stir overnight at room temperature and then was concentrated under reduced pressure to give a brown oil. The residue was purified by flash chromatography (1:2 ethyl acetate:hexane as eluent) to afford 3.6 g (78%) of the title compound of Step G, a compound of the invention, as a wh... Reported procedure: To (4-formyl-2,6-dimethyl-phenyl)-carbamic acid ethyl ester (230 mg) and 3-fluoroaniline (122 mg) dissolved in dry ethanol (25 mL) was added 3 Å molecular sieves (0.5 g) and the reaction mixture was refluxed for 16 hours under argon. Upon cooling to 25° C., sodium cyanoborohydride (320 mg) and acetic acid (3 mL) were added and stirred for 1 hour. A second batch of sodium cyanoborohydride (320 mg) was added and the mixture stirred for 1 additional hour. Saturated aqueous sodium carbonate (5 mL) w... The product is C(C)OC(NC1=C(C=C(C=C1C)CNC1=CC(=CC=C1)F)C)=O ({4-[(3-Fluoro-phenylamino)-methyl]-2,6-dimethyl-phenyl}-carbamic acid ethyl ester). Run at temperature 25 celsius, time 1 hour. Yield: 28.9%. Starting materials: C(#N)[BH3-].[Na+] (sodium cyanoborohydride), C(#N)[BH3-].[Na+] (sodium cyanoborohydride), C(C)OC(NC1=C(C=C(C=C1C)C=O)C)=O ((4-formyl-2,6-dimethyl-phenyl)-carbamic acid ethyl ester), FC=1C=C(N)C=CC1 (3-fluoroaniline), C([O-])([O-])=O.[Na+].[Na+] (sodium carbonate). Run in C(C)(=O)O (acetic acid), C(C)O (ethanol), O (water). As a reaction SMILES: [CH2:1]([O:3][C:4](=[O:16])[NH:5][C:6]1[C:11]([CH3:12])=[CH:10][C:9]([CH:13]=O)=[CH:8][C:7]=1[CH3:15])[CH3:2].[F:17][C:18]1[CH:19]=[C:20]([CH:22]=[CH:23][CH:24]=1)[NH2:21].C([BH3-])#N.[Na+].C(=O)([O-])[O-].[Na+].[Na+]>C(O)C.O.C(O)(=O)C>[CH2:1]([O:3][C:4](=[O:16])[NH:5][C:6]1[C:11]([CH3:12])=[CH:10][C:9]([CH2:13][NH:21][C:20]2[CH:22]=[CH:23][CH:24]=[C:18]([F:17])[CH:19]=2)=[CH:8][C:7]=1[CH3:15])[CH3:2] |f:2.3,4.5.6|. Reactants: C([O-])(O)=O.[Na+] (sodium bicarbonate), C(C)(=O)C1=C(N=NS1)C (5-acetyl-4-methyl-1,2,3-thiadiazole), BrBr (bromine). The solvent is C(Cl)(Cl)Cl (chloroform), C(Cl)(Cl)Cl (chloroform). Yields the product BrCC(=O)C1=C(N=NS1)C (5-Bromoacetyl-4-methyl-1,2,3-thiadiazole). Yield: 99.7%. Reaction SMILES: [C:1]([C:4]1[S:8][N:7]=[N:6][C:5]=1[CH3:9])(=[O:3])[CH3:2].[Br:10]Br.C(=O)(O)[O-].[Na+]>C(Cl)(Cl)Cl>[Br:10][CH2:2][C:1]([C:4]1[S:8][N:7]=[N:6][C:5]=1[CH3:9])=[O:3] |f:2.3|. Procedure: To a solution of 5-acetyl-4-methyl-1,2,3-thiadiazole (1.00 g, 7.03 mmol) in chloroform (20 ml) was added dropwise a solution of bromine (1.24 g, 7.73 mmol) in chloroform (10 ml) over 0.5 h at room temperature. The mixture was heated at reflux temperature for 2 h. After cooling to room temperature, the mixture was made basic with saturated aqueous sodium bicarbonate and extracted with dichloromethane (100 ml×2). The extracts were dried (Na2SO4) and concentrated to give 1.55 g (100%) of the title ...